This data is from the Open Reaction Database (ORD), a public repository of structured organic reaction records. The task is: describe an organic reaction: reactants, conditions, products, and yield Starting materials: C(C)(C)N=C=NC(C)C (diisopropylcarbodiimide), CC1=C(OC2=C(C=C(C=C2)NC(=S)NC(=O)OCC)F)C(=CC=C1)C (1-(4-(2,6-dimethylphenoxy)-3-fluorophenyl)-3-ethoxycarbonylthiourea), N1N=CC(=C1)C(=O)OCC (ethyl pyrazole-4-carboxylate), C(Cl)Cl (DCM), material. Reagents/catalysts: Cl[Ti](Cl)(Cl)Cl (TiCl4). The solvent is CCO (EtOH), ClCCCl (DCE). Run at time 3 hour. The product is CC1=C(OC=2C=C3C(NC(=NC3=CC2F)N2N=CC(=C2)C(=O)OCC)=O)C(=CC=C1)C (1-(6-(2,6-dimethylphenoxy)-7-fluoro-4-oxo-3,4-dihydroquinazolin-2-yl)-1H-pyrazole-4-carboxylic acid, ethyl ester). The yield is 3.3%. As a reaction SMILES: C(N=C=NC(C)C)(C)C.[CH3:10][C:11]1[CH:33]=[CH:32][CH:31]=[C:30]([CH3:34])[C:12]=1[O:13][C:14]1[CH:19]=[CH:18][C:17]([NH:20][C:21]([NH:23][C:24](OCC)=[O:25])=S)=[CH:16][C:15]=1[F:29].[NH:35]1[CH:39]=[C:38]([C:40]([O:42][CH2:43][CH3:44])=[O:41])[CH:37]=[N:36]1.C(Cl)Cl>ClCCCl.Cl[Ti](Cl)(Cl)Cl.CCO>[CH3:10][C:11]1[CH:33]=[CH:32][CH:31]=[C:30]([CH3:34])[C:12]=1[O:13][C:14]1[CH:19]=[C:18]2[C:17](=[CH:16][C:15]=1[F:29])[N:20]=[C:21]([N:35]1[CH:39]=[C:38]([C:40]([O:42][CH2:43][CH3:44])=[O:41])[CH:37]=[N:36]1)[NH:23][C:24]2=[O:25]. Reported procedure: Neat diisopropylcarbodiimide (45.4 g, 290 mmol) was added to a solution of 1-(4-(2,6-dimethylphenoxy)-3-fluorophenyl)-3-ethoxycarbonylthiourea (100 g, 276 mmol), ethyl pyrazole-4-carboxylate (45.4 g, 290 mmol), and DCM (1 L). The solution was maintained at rt for 24 h, then concentrated. The residue was stirred with ether (500 mL) for 3 h in an ice bath, then filtered. The filtrate was concentrated to a thick orange oil (180 g, ca. 70% purity, 97%). A portion of this material (20 g, ca. 30 mmol)... Reactants: ClCCl, OCc1ccc(F)cn1, O=S(Cl)Cl. The product is Fc1ccc(CCl)nc1. As a reaction SMILES: [CH2:14]([Cl:15])[Cl:16].[F:1][c:2]1[cH:3][cH:4][c:5]([CH2:8][OH:9])[n:6][cH:7]1.[S:10]([Cl:11])([Cl:12])=[O:13]>>[F:1][c:2]1[cH:3][cH:4][c:5]([CH2:8][Cl:12])[n:6][cH:7]1. Starting materials: COC(=O)c1ccc(-n2cnc3cc(C#N)ccc32)cc1, O=C([O-])C=CC(=O)[O-], Cl, Cl, C1CCN(C2CCNC2)C1. Yields the product N#Cc1ccc2c(c1)ncn2-c1ccc(C(=O)N2CCC(N3CCCC3)C2)cc1, O=C(O)C=CC(=O)O. Reaction SMILES: [C:1](#[N:2])[c:3]1[cH:4][c:5]2[c:6]([n:7](-[c:10]3[cH:11][cH:12][c:13]([C:14]([O:16][CH3:15])=[O:17])[cH:18][cH:19]3)[cH:8][n:9]2)[cH:20][cH:21]1.[C:34]([CH:35]=[CH:36][C:37](=[O:38])[O-:39])(=[O:40])[O-:41].[ClH:22].[ClH:23].[N:24]1([CH:29]2[CH2:30][NH:31][CH2:32][CH2:33]2)[CH2:25][CH2:26][CH2:27][CH2:28]1>>[C:1](#[N:2])[c:3]1[cH:4][c:5]2[c:6]([n:7](-[c:10]3[cH:11][cH:12][c:13]([C:14](=[O:16])[N:31]4[CH2:30][CH:29]([N:24]5[CH2:25][CH2:26][CH2:27][CH2:28]5)[CH2:33][CH2:32]4)[cH:18][cH:19]3)[cH:8][n:9]2)[cH:20][cH:21]1.[C:34]([CH:35]=[CH:36][C:37](=[O:38])[OH:39])(=[O:40])[OH:41]. As a reaction SMILES: [CH3:1][C:2]([CH3:3])([O:4][C:5](=[O:6])[NH:7][c:8]1[cH:9][cH:10][c:11]([O:12][CH2:13][C:14](=[O:15])[O:16][CH2:17][CH3:18])[cH:19][cH:20]1)[CH3:21].[CH3:23][CH2:24][O:25][C:26]([CH3:27])=[O:28].[ClH:22]>>[NH2:7][c:8]1[cH:9][cH:10][c:11]([O:12][CH2:13][C:14](=[O:15])[O:16][CH2:17][CH3:18])[cH:19][cH:20]1. Starting materials: CCOC(=O)COc1ccc(NC(=O)OC(C)(C)C)cc1, CCOC(C)=O, Cl. Yields the product CCOC(=O)COc1ccc(N)cc1. Reactants: O=Cc1ccc(OCCBr)cc1OCc1ccccc1Br, C1COCCN1, CC(C)=O, [I-], [K+], [K+], [Na+], O=C([O-])[O-]. The product is O=Cc1ccc(OCCN2CCOCC2)cc1OCc1ccccc1Br. As a reaction SMILES: [Br:1][c:2]1[c:3]([CH2:4][O:5][c:6]2[c:7]([CH:8]=[O:9])[cH:10][cH:11][c:12]([O:14][CH2:15][CH2:16][Br:17])[cH:13]2)[cH:18][cH:19][cH:20][cH:21]1.[CH2:30]1[CH2:31][O:32][CH2:33][CH2:34][NH:35]1.[CH3:36][C:37](=[O:38])[CH3:39].[I-:28].[K+:22].[K+:23].[Na+:29].[O-:24][C:25]([O-:26])=[O:27]>>[Br:1][c:2]1[c:3]([CH2:4][O:5][c:6]2[c:7]([CH:8]=[O:9])[cH:10][cH:11][c:12]([O:14][CH2:15][CH2:16][N:35]3[CH2:30][CH2:31][O:32][CH2:33][CH2:34]3)[cH:13]2)[cH:18][cH:19][cH:20][cH:21]1. Reactants: NC(c1cccc(OCc2ccccc2)c1)c1nccnc1Cl, CSC(=O)Cl, CCOC(C)=O, CCN(C(C)C)C(C)C, ClCCl, Cl. The product is CSC(=O)NC(c1cccc(OCc2ccccc2)c1)c1nccnc1Cl. As a reaction SMILES: [CH2:2]([c:3]1[cH:4][cH:5][cH:6][cH:7][cH:8]1)[O:9][c:10]1[cH:11][c:12]([CH:16]([c:17]2[n:18][cH:19][cH:20][n:21][c:22]2[Cl:23])[NH2:24])[cH:13][cH:14][cH:15]1.[CH3:34][S:35][C:36]([Cl:37])=[O:38].[CH3:42][CH2:43][O:44][C:45]([CH3:46])=[O:47].[CH:25]([N:26]([CH2:27][CH3:28])[CH:29]([CH3:30])[CH3:31])([CH3:32])[CH3:33].[Cl:39][CH2:40][Cl:41].[ClH:1]>>[CH2:2]([c:3]1[cH:4][cH:5][cH:6][cH:7][cH:8]1)[O:9][c:10]1[cH:11][c:12]([CH:16]([c:17]2[n:18][cH:19][cH:20][n:21][c:22]2[Cl:23])[NH:24][C:36]([S:35][CH3:34])=[O:38])[cH:13][cH:14][cH:15]1. Starting materials: C(C)OC1=C(OCC2OCC(N3C2CCCC3)=O)C=CC=C1 (1-[(2-ethoxyphenoxy)methyl]-6,7,8,9-tetrahydro-1H-pyrido[2,1-c][1,4]oxazin-4(3H)-one), B (borane). Run in C(Cl)(Cl)Cl (chloroform), O1CCCC1 (tetrahydrofuran). Run at temperature 5 celsius, time 2 hour. Yields the product C(C)OC1=C(OCC2OCCN3C2CCCC3)C=CC=C1 (1-[(2-Ethoxyphenoxy)methyl]octahydropyrido[2,1-c][1,4]oxazine). The yield is 65.8%. As a reaction SMILES: [CH2:1]([O:3][C:4]1[CH:22]=[CH:21][CH:20]=[CH:19][C:5]=1[O:6][CH2:7][CH:8]1[CH:13]2[CH2:14][CH2:15][CH2:16][CH2:17][N:12]2[C:11](=O)[CH2:10][O:9]1)[CH3:2].B>O1CCCC1.C(Cl)(Cl)Cl>[CH2:1]([O:3][C:4]1[CH:22]=[CH:21][CH:20]=[CH:19][C:5]=1[O:6][CH2:7][CH:8]1[CH:13]2[CH2:14][CH2:15][CH2:16][CH2:17][N:12]2[CH2:11][CH2:10][O:9]1)[CH3:2]. Procedure: In 300 ml of tetrahydrofuran (freshly distilled from lithium aluminum hydride) was dissolved 1-[(2-ethoxyphenoxy)methyl]-6,7,8,9-tetrahydro-1H-pyrido[2,1-c][1,4]oxazin-4(3H)-one (8.12 g, 0.0265 mole). The solution was cooled to 5° C. in an ice bath and 40 ml of 1M borane in tetrahydrofuran was added by syringe to the stirred solution under nitrogen. The solution was stirred at room temperature for 2 hr and then heated at reflux for 2 hr. The reaction mixture was cooled to room temperature and sl...